Task: describe an organic reaction: reactants, conditions, products, and yield. Dataset: the Open Reaction Database (ORD), a public repository of structured organic reaction records Reactants: II (iodine), BrC1=NC=CC=N1 (2-bromopyrimidine), COC=1C=CC=C(C1C=2C=CC=CC2P(C3CCCCC3)C4CCCCC4)OC (S-Phos), BrCC1=CC=C(O[Si](C)(C)C(C)(C)C)C=C1 ((4-(Bromomethyl)phenoxy)(tertbutyl)dimethylsilane). The reagents and catalysts are [Zn] (Zinc), C=1C=CC(=CC1)/C=C/C(=O)/C=C/C2=CC=CC=C2.C=1C=CC(=CC1)/C=C/C(=O)/C=C/C2=CC=CC=C2.C=1C=CC(=CC1)/C=C/C(=O)/C=C/C2=CC=CC=C2.[Pd].[Pd] (Pd2 dba3). Solvent: CN(C)C=O (DMF), CN(C)C=O (DMF). Run at time 30 minute. The product is [Si](C)(C)(C(C)(C)C)OC1=CC=C(CC2=NC=CC=N2)C=C1 (2-(4-(tert-Butyldimethylsilyloxy)benzyl)pyrimidine). As a reaction SMILES: II.Br[CH2:4][C:5]1[CH:18]=[CH:17][C:8]([O:9][Si:10]([C:13]([CH3:16])([CH3:15])[CH3:14])([CH3:12])[CH3:11])=[CH:7][CH:6]=1.Br[C:20]1[N:25]=[CH:24][CH:23]=[CH:22][N:21]=1.COC1C=CC=C(OC)C=1C1C=CC=CC=1P(C1CCCCC1)C1CCCCC1>CN(C=O)C.[Zn].C1C=CC(/C=C/C(/C=C/C2C=CC=CC=2)=O)=CC=1.C1C=CC(/C=C/C(/C=C/C2C=CC=CC=2)=O)=CC=1.C1C=CC(/C=C/C(/C=C/C2C=CC=CC=2)=O)=CC=1.[Pd].[Pd]>[Si:10]([O:9][C:8]1[CH:17]=[CH:18][C:5]([CH2:4][C:20]2[N:25]=[CH:24][CH:23]=[CH:22][N:21]=2)=[CH:6][CH:7]=1)([C:13]([CH3:16])([CH3:15])[CH3:14])([CH3:12])[CH3:11] |f:6.7.8.9.10|. Procedure details: Zinc (0.33 g, 4.97 mmol) and iodine (0.008 g, 0.033 mmol) were added to an oven-dried flask (25 mL). The mixture was heated under vacuum with a heat gun for 10 min, cooled to RT, placed under argon atmosphere, suspended in 3 mL DMF (dry, degassed by bubbling nitrogen through it for 10 min), and cooled to 0° C. (4-(Bromomethyl)phenoxy)(tertbutyl)dimethylsilane (1.00 g, 3.31 mmol) was added as a solution in 3 mL DMF, the mixture was stirred at 0° C. for 30 min, then room temperature for 30 min. Ne...